Task: describe an organic reaction: reactants, conditions, products, and yield. Dataset: the Open Reaction Database (ORD), a public repository of structured organic reaction records The reactants are COC(=O)Cc1ccc(OC)c(-c2ccc(C(F)(F)F)cc2CBr)c1, CS(C)=O, CCOC(C)=O, [N-]=[N+]=[N-], [Na+], O. Yields the product COC(=O)Cc1ccc(OC)c(-c2ccc(C(F)(F)F)cc2CN=[N+]=[N-])c1. RXN SMILES: [CH3:1][O:2][C:3]([CH2:4][c:5]1[cH:6][c:7](-[c:13]2[c:14]([CH2:23][Br:24])[cH:15][c:16]([C:19]([F:20])([F:21])[F:22])[cH:17][cH:18]2)[c:8]([O:11][CH3:12])[cH:9][cH:10]1)=[O:25].[CH3:30][S:31]([CH3:32])=[O:33].[CH3:34][CH2:35][O:36][C:37]([CH3:38])=[O:39].[N-:27]=[N+:28]=[N-:29].[Na+:26].[OH2:40]>>[CH3:1][O:2][C:3]([CH2:4][c:5]1[cH:6][c:7](-[c:13]2[c:14]([CH2:23][N:27]=[N+:28]=[N-:29])[cH:15][c:16]([C:19]([F:20])([F:21])[F:22])[cH:17][cH:18]2)[c:8]([O:11][CH3:12])[cH:9][cH:10]1)=[O:25]. Reactants: CC1=C(O)C=CC(=C1)O (2-methyl hydroquinone), Cl[O-] (hypochloride). Solvent: C(Cl)(Cl)Cl (chloroform). Yields the product CC=1C(C=CC(C1)=O)=O (2-methyl benzoquinone). RXN SMILES: [CH3:1][C:2]1[CH:8]=[C:7]([OH:9])[CH:6]=[CH:5][C:3]=1[OH:4].Cl[O-]>C(Cl)(Cl)Cl>[CH3:1][C:2]1[C:3](=[O:4])[CH:5]=[CH:6][C:7](=[O:9])[CH:8]=1. Procedure details: 2-methyl hydroquinone (1b) of 3.0 g (24 mmol) is dissolved in 150 ml of chloroform, wherein 100 ml each of hypochloride solution which have been so prepared as mentioned above are added and each reaction is made in the same way as described in Example 1, and then 2-methyl benzoquinone (IIb) is obtained. Table below shows the yields of isolation corresponding to each case of the investigation: The reactants are N1=C2C(=CC=C1)CCCCC2OC(C)=O (acetic acid 6,7,8,9-tetrahydro-5H-cyclohepta[b]pyridin-9-yl ester), C(=O)([O-])[O-].[K+].[K+] (K2CO3), O (water), resultant mixture. Solvent: CO (methanol). Product: N1=C2C(=CC=C1)CCCCC2O (6,7,8,9-tetrahydro-5H-cyclohepta[b]pyridin-9-ol). Yield: 98.6%. As a reaction SMILES: [N:1]1[CH:6]=[CH:5][CH:4]=[C:3]2[CH2:7][CH2:8][CH2:9][CH2:10][CH:11]([O:12]C(=O)C)[C:2]=12.C([O-])([O-])=O.[K+].[K+].O>CO>[N:1]1[CH:6]=[CH:5][CH:4]=[C:3]2[CH2:7][CH2:8][CH2:9][CH2:10][CH:11]([OH:12])[C:2]=12 |f:1.2.3|. Procedure: To a solution of acetic acid 6,7,8,9-tetrahydro-5H-cyclohepta[b]pyridin-9-yl ester (53.26 g, 0.259 mol) in methanol (350 mL) was added K2CO3 (72.98 g, mol) and the resultant mixture was stirred at room temperature overnight. The mixture was poured into water (350 mL) and extracted with CHCl3(3×300 mL). The combined organic extracts were dried (Na2SO4), and concentrated to provide 41.70 g of 6,7,8,9-tetrahydro-5H-cyclohepta[b]pyridin-9-ol. Starting materials: [OH-].[Na+] (sodium hydroxide), C1COC2(CCC(CC2)(C(=O)OC)CC2=CC(=CC=C2)OC)O1 (4-(m-methoxybenzyl)-4-carbomethoxy-1-cyclohexanone ethylene ketal), O1CCCC1 (tetrahydrofuran), O1CCCC1 (tetrahydrofuran), [H-].[Al+3].[Li+].[H-].[H-].[H-] (lithium aluminum hydride). Solvent: O (water), O (water). Product: C1COC2(CCC(CC2)(CO)CC2=CC=CC=C2)O1 (4-benzyl-4-hydroxymethylcyclohexan-1-one ethylene ketal). The yield is 93.0%. As a reaction SMILES: [CH2:1]1[O:23][C:4]2([CH2:9][CH2:8][C:7]([CH2:14][C:15]3[CH:20]=[CH:19][CH:18]=[C:17](OC)[CH:16]=3)([C:10](OC)=[O:11])[CH2:6][CH2:5]2)[O:3][CH2:2]1.O1CCCC1.[H-].[Al+3].[Li+].[H-].[H-].[H-].[OH-].[Na+]>O>[CH2:2]1[O:3][C:4]2([CH2:9][CH2:8][C:7]([CH2:14][C:15]3[CH:16]=[CH:17][CH:18]=[CH:19][CH:20]=3)([CH2:10][OH:11])[CH2:6][CH2:5]2)[O:23][CH2:1]1 |f:2.3.4.5.6.7,8.9|. Procedure: A solution of 22.3 g. (0.77 M) of 4-benzyl-4-carbomethoxy-1-cyclohexaneone ethylene ketal [5] (prepared as in Example 4B) in 220 ml. of tetrahydrofuran is added to 3 g. of lithium aluminum hydride in 30 ml. of tetrahydrofuran. The mixture is stirred at reflux temperature for about 5.5 hours and then cooled in ice. There is added successively 3 ml. of water, 3 ml. of aqueous 15% sodium hydroxide solution and 9 ml. of water. The inorganic gel is collected on a filter and the filtrate evaporated to... The reactants are C(C1=CC=CC=C1)N(C([C@H](C)O)=O)C[C@H](C(F)(F)F)O ((S)—N-Benzyl-2-hydroxy-N—((R)-3,3,3-trifluoro-2-hydroxypropyl)propanamide), [H-].[Na+] (NaH). The solvent is C1CCOC1 (THF). Yields the product C(C1=CC=CC=C1)N1C([C@H](O[C@H](C1)C(F)(F)F)C)=O ((2R,6R)-4-Benzyl-2-methyl-6-(trifluoromethyl)morpholin-3-one). As a reaction SMILES: [CH2:1]([N:8]([CH2:14][C@@H:15]([OH:20])[C:16]([F:19])([F:18])[F:17])[C:9](=[O:13])[C@@H:10](O)[CH3:11])[C:2]1[CH:7]=[CH:6][CH:5]=[CH:4][CH:3]=1.[H-].[Na+]>C1COCC1>[CH2:1]([N:8]1[CH2:14][C@H:15]([C:16]([F:17])([F:18])[F:19])[O:20][C@H:10]([CH3:11])[C:9]1=[O:13])[C:2]1[CH:3]=[CH:4][CH:5]=[CH:6][CH:7]=1 |f:1.2|. Procedure details: A solution of (S)—N-benzyl-2-hydroxy-N—((R)-3,3,3-trifluoro-2-hydroxypropyl)propanamide (4-3) in THF (200 ml) was cooled to 0° C. To this was added NaH (60% dispersion in mineral oil, 1.05 g, 26.3 mmol) portionwise as a solid. After 1 hr the cooling bath was removed and the mixture allowed to warm to rt. After an additional hour the mixture was quenched with brine. The mixture was diluted with H2O and extracted with EtOAc (3×). The combined organic layers were dried (MgSO4), filtered, and concen... Reported procedure: 1-Benzyl-4-(4-fluoro-phenyl)-4-cyano-piperidine hydrochloride (7.8 g, 26.5 mmol) was combined with aqueous sodium hydroxide (1.2 mL, 50% by weight) and ethanol (130 mL) and the mixture was heated to 50° C. The heating was removed, and a solution of hydrogen peroxide (12.11 mL, 30% by weight in water, 106 mmol) was added at such a rate that the temperature of the reaction mixture does not rise above 50° C. The reaction mixture was then stirred at 50° C. for 4 hours. The reaction mixture was dilut... RXN SMILES: Cl.[CH2:2]([N:9]1[CH2:14][CH2:13][C:12]([C:17]2[CH:22]=[CH:21][C:20]([F:23])=[CH:19][CH:18]=2)([C:15]#[N:16])[CH2:11][CH2:10]1)[C:3]1[CH:8]=[CH:7][CH:6]=[CH:5][CH:4]=1.[OH-:24].[Na+].C(O)C.[OH:29]O>O>[CH2:2]([N:9]1[CH2:10][CH2:11][C:12]([C:17]2[CH:22]=[CH:21][C:20]([F:23])=[CH:19][CH:18]=2)([C:15]([NH2:16]=[O:29])=[O:24])[CH2:13][CH2:14]1)[C:3]1[CH:4]=[CH:5][CH:6]=[CH:7][CH:8]=1 |f:0.1,2.3|. Conditions: temperature 50 celsius, time 4 hour. The solvent is O (water). The product is C(C1=CC=CC=C1)N1CCC(CC1)(C(=O)[NH2]=O)C1=CC=C(C=C1)F (1-benzyl-4-(4-fluoro-phenyl)-piperidine-4-carboxylic acid amide N-oxide). The reactants are Cl.C(C1=CC=CC=C1)N1CCC(CC1)(C#N)C1=CC=C(C=C1)F (1-Benzyl-4-(4-fluoro-phenyl)-4-cyano-piperidine hydrochloride), OO (hydrogen peroxide), [OH-].[Na+] (sodium hydroxide), C(C)O (ethanol).